describe an organic reaction: reactants, conditions, products, and yield From a dataset of the Open Reaction Database (ORD), a public repository of structured organic reaction records. Starting materials: Cc1nc(-c2cnn(C)c2Br)c2c(Cl)ncnn12, O=C([O-])O, CNCc1ccc(OC)cc1, ClCCl, [Na+]. Reaction SMILES: [Br:1][c:2]1[c:3](-[c:8]2[n:9][c:10]([CH3:18])[n:11]3[n:12][cH:13][n:14][c:15]([Cl:17])[c:16]23)[cH:4][n:5][n:6]1[CH3:7].[C:33](=[O:34])([OH:35])[O-:36].[CH3:19][O:20][c:21]1[cH:22][cH:23][c:24]([CH2:27][NH:28][CH3:29])[cH:25][cH:26]1.[Cl:30][CH2:31][Cl:32].[Na+:37]>>[Br:1][c:2]1[c:3](-[c:8]2[n:9][c:10]([CH3:18])[n:11]3[n:12][cH:13][n:14][c:15]([N:28]([CH2:27][c:24]4[cH:23][cH:22][c:21]([O:20][CH3:19])[cH:26][cH:25]4)[CH3:29])[c:16]23)[cH:4][n:5][n:6]1[CH3:7]. Product: COc1ccc(CN(C)c2ncnn3c(C)nc(-c4cnn(C)c4Br)c23)cc1. The product is Cc1nc(C(=O)N2CC3CCCC3C2CNC(=O)c2c(C)nc3sccn23)c(-c2ccc(C)c(C)c2)s1. Reaction SMILES: [CH3:22][c:23]1[cH:24][c:25](-[c:30]2[c:31]([C:36](=[O:37])[OH:38])[n:32][c:33]([CH3:35])[s:34]2)[cH:26][cH:27][c:28]1[CH3:29].[CH:1]12[CH:2]([CH2:9][NH:10][C:11](=[O:12])[c:13]3[c:14]([CH3:21])[n:15][c:16]4[s:17][cH:18][cH:19][n:20]34)[NH:3][CH2:4][CH:5]1[CH2:6][CH2:7][CH2:8]2>>[CH:1]12[CH:2]([CH2:9][NH:10][C:11](=[O:12])[c:13]3[c:14]([CH3:21])[n:15][c:16]4[s:17][cH:18][cH:19][n:20]34)[N:3]([C:36]([c:31]3[c:30](-[c:25]4[cH:24][c:23]([CH3:22])[c:28]([CH3:29])[cH:27][cH:26]4)[s:34][c:33]([CH3:35])[n:32]3)=[O:37])[CH2:4][CH:5]1[CH2:6][CH2:7][CH2:8]2. The reactants are Cc1nc(C(=O)O)c(-c2ccc(C)c(C)c2)s1, Cc1nc2sccn2c1C(=O)NCC1NCC2CCCC21. Starting materials: ClC(CC1=CC(=CC=C1)OC(C(F)F)(F)F)C(C)=O (2-chloro-1-(3-(1,1,2,2-tetrafluoro-ethoxy)-phenyl)-butan-3-one), COC=1C=C(C=CC1N1C=NC(=C1)C)NC(=S)N ([3-methoxy-4-(4-methyl-imidazol-1-yl)-phenyl]-thiourea). The solvent is C(C)O (ethanol). The product is COC=1C=C(C=CC1N1C=NC(=C1)C)NC=1SC(=C(N1)C)CC1=CC(=CC=C1)OC(C(F)F)(F)F ([3-Methoxy-4-(4-methyl-imidazol-1-yl)-phenyl]-{4-methyl-5-[3-(1,1,2,2-tetrafluoro-ethoxy)-benzyl]-thiazol-2-yl}-amine). Reaction SMILES: Cl[CH:2]([C:17](=O)[CH3:18])[CH2:3][C:4]1[CH:9]=[CH:8][CH:7]=[C:6]([O:10][C:11]([F:16])([F:15])[CH:12]([F:14])[F:13])[CH:5]=1.[CH3:20][O:21][C:22]1[CH:23]=[C:24]([NH:34][C:35]([NH2:37])=[S:36])[CH:25]=[CH:26][C:27]=1[N:28]1[CH:32]=[C:31]([CH3:33])[N:30]=[CH:29]1>C(O)C>[CH3:20][O:21][C:22]1[CH:23]=[C:24]([NH:34][C:35]2[S:36][C:2]([CH2:3][C:4]3[CH:9]=[CH:8][CH:7]=[C:6]([O:10][C:11]([F:16])([F:15])[CH:12]([F:14])[F:13])[CH:5]=3)=[C:17]([CH3:18])[N:37]=2)[CH:25]=[CH:26][C:27]=1[N:28]1[CH:32]=[C:31]([CH3:33])[N:30]=[CH:29]1. Procedure: The title compound was prepared in analogy to example 1 step e) from crude 2-chloro-1-(3-(1,1,2,2-tetrafluoro-ethoxy)-phenyl)-butan-3-one and 53 mg (0.2 mmol) [3-methoxy-4-(4-methyl-imidazol-1-yl)-phenyl]-thiourea in ethanol (1 ml). The crude product was purified on silica gel with methylene chloride/methanol 9/1 yielding 98 mg (96%) of the title compound as a brown solid. MS ISP (m/e): 507.3 (100) (M+H)+. 1H NMR (CDCl3, 300 MHz): δ (ppm)=7.63 (s, 1H), 7.31 (t, 1H), 7.20 (s, 1H), 7.15-7.04 (m, 4...